This data is from the Open Reaction Database (ORD), a public repository of structured organic reaction records. The task is: describe an organic reaction: reactants, conditions, products, and yield The reactants are COC=1C=C(C=CC1OCOC)C(C)=O (1-(3-methoxy-4-methoxymethoxy-phenyl)-ethanone), [Li]CCCC (BuLi). Reagents/catalysts: [Br-].C[P+](C1=CC=CC=C1)(C1=CC=CC=C1)C1=CC=CC=C1 (methyltriphenylphosphonium bromide). Run in C1CCOC1 (THF), CCCCCC (hexane), C1CCOC1 (THF). Run at temperature -80 celsius, time 12 hour. Product: C(=C)(C)C1=CC(=C(C=C1)OCOC)OC (4-Isopropenyl-2-methoxy-1-methoxymethoxy-benzene). Reaction SMILES: [Li][CH2:2]CCC.[CH3:6][O:7][C:8]1[CH:9]=[C:10]([C:18](=O)[CH3:19])[CH:11]=[CH:12][C:13]=1[O:14][CH2:15][O:16][CH3:17]>[Br-].C[P+](C1C=CC=CC=1)(C1C=CC=CC=1)C1C=CC=CC=1.C1COCC1.CCCCCC>[C:18]([C:10]1[CH:11]=[CH:12][C:13]([O:14][CH2:15][O:16][CH3:17])=[C:8]([O:7][CH3:6])[CH:9]=1)([CH3:19])=[CH2:2] |f:2.3|. Procedure details: A suspension of methyltriphenylphosphonium bromide (1.1 g, 3.09 mmol, 1.3 eq.) in 5 mL dry THF cooled to −80° C. was slowly treated with BuLi (1.94 mL of a 1.6 m solution in hexane, 1.3 eq.). To this yellow suspension a solution of 1-(3-methoxy-4-methoxymethoxy-phenyl)-ethanone (500 mg, 2.38 mmol, 1 eq.) in 5 mL dry THF was added and the reaction mixture was allowed to warm to r.t. where stirring was continued for 12 h. The suspension was filtered and the solvent was evaporated in vacuo. The cru...